Dataset: the Open Reaction Database (ORD), a public repository of structured organic reaction records. Task: describe an organic reaction: reactants, conditions, products, and yield Reactants: CNS(C)(=O)=O, CC#N, COC(=O)c1c(-c2ccc(F)cc2)nc(O)nc1C(C)C, [Na], O, Cc1ccc(S(=O)(=O)Cl)cc1. Yields the product COC(=O)c1c(-c2ccc(F)cc2)nc(N(C)S(C)(=O)=O)nc1C(C)C. RXN SMILES: [CH3:34][NH:35][S:36](=[O:37])(=[O:38])[CH3:39].[CH3:41][C:42]#[N:43].[F:1][c:2]1[cH:3][cH:4][c:5](-[c:8]2[n:9][c:10]([OH:21])[n:11][c:12]([CH:18]([CH3:19])[CH3:20])[c:13]2[C:14](=[O:15])[O:16][CH3:17])[cH:6][cH:7]1.[Na:22].[OH2:40].[c:23]1([CH3:24])[cH:25][cH:26][c:27]([S:28]([Cl:29])(=[O:30])=[O:31])[cH:32][cH:33]1>>[F:1][c:2]1[cH:3][cH:4][c:5](-[c:8]2[n:9][c:10]([N:35]([CH3:34])[S:36](=[O:37])(=[O:38])[CH3:39])[n:11][c:12]([CH:18]([CH3:19])[CH3:20])[c:13]2[C:14](=[O:15])[O:16][CH3:17])[cH:6][cH:7]1. The reactants are FC1(F)CC1CBr, O=C([O-])[O-], CCOC(=O)c1sc(N2CCNC2=O)nc1C, [K+], [K+], C1COCCO1. The product is CCOC(=O)c1sc(N2CCN(CC3CC3(F)F)C2=O)nc1C. As a reaction SMILES: [Br:24][CH2:25][CH:26]1[C:27]([F:29])([F:30])[CH2:28]1.[C:18](=[O:19])([O-:20])[O-:21].[CH3:1][c:2]1[n:3][c:4]([N:12]2[C:13](=[O:17])[NH:14][CH2:15][CH2:16]2)[s:5][c:6]1[C:7](=[O:8])[O:9][CH2:10][CH3:11].[K+:22].[K+:23].[O:31]1[CH2:32][CH2:33][O:34][CH2:35][CH2:36]1>>[CH3:1][c:2]1[n:3][c:4]([N:12]2[C:13](=[O:17])[N:14]([CH2:25][CH:26]3[C:27]([F:29])([F:30])[CH2:28]3)[CH2:15][CH2:16]2)[s:5][c:6]1[C:7](=[O:8])[O:9][CH2:10][CH3:11]. The reactants are O=C(O)c1ccc2c(c1)OC(F)(F)O2, COC(=O)c1ccc(N)cc1. Reagents/catalysts: COC1=NC(=NC(=N1)Cl)Cl (2,4-Dichloro-6-methoxy-1,3,5-triazine), CN1CCOCC1 (NMM). The solvent is CN(C)C=O (DMF), CN(C)C=O (DMF), CN(C)C=O (DMF), CN(C)C=O (DMF), CN(C)C=O (DMF), CN(C)C=O (DMF). Reaction conditions: temperature 25 celsius, time 2 hour. The product is COC(=O)c1ccc(NC(=O)c2ccc3c(c2)OC(F)(F)O3)cc1. Isolated yield 0.5%. As a reaction SMILES: COC(=O)c1ccc(N)cc1.O=C(O)c1ccc2c(c1)OC(F)(F)O2.COC1=NC(=NC(=N1)Cl)Cl.CN1CCOCC1.CN(C)C=O>>COC(=O)c1ccc(NC(=O)c2ccc3c(c2)OC(F)(F)O3)cc1. Starting materials: C#CC1(O)C=CC2C3CCC4=CC(=O)CCC4C3CCC21CC, CC(=O)OC(C)=O, Cc1cc(C)nc(C)c1. Yields the product C#CC1(OC(C)=O)C=CC2C3CCC4=CC(=O)CCC4C3CCC21CC. Reaction SMILES: [C:1](#[CH:2])[C:3]1([OH:23])[C:4]2([CH2:5][CH3:6])[CH:7]([CH:8]=[CH:9]1)[CH:10]1[CH2:11][CH2:12][C:13]3=[CH:14][C:15](=[O:22])[CH2:16][CH2:17][CH:18]3[CH:19]1[CH2:20][CH2:21]2.[CH3:33][C:34](=[O:35])[O:36][C:37](=[O:38])[CH3:39].[n:24]1[c:25]([CH3:26])[cH:27][c:28]([CH3:29])[cH:30][c:31]1[CH3:32]>>[C:1](#[CH:2])[C:3]1([O:23][C:34]([CH3:33])=[O:35])[C:4]2([CH2:5][CH3:6])[CH:7]([CH:8]=[CH:9]1)[CH:10]1[CH2:11][CH2:12][C:13]3=[CH:14][C:15](=[O:22])[CH2:16][CH2:17][CH:18]3[CH:19]1[CH2:20][CH2:21]2. The reactants are BrC1=NNC2=CC=CC(=C12)[N+](=O)[O-] (3-bromo-4-nitro-1H-indazole), C(=O)([O-])[O-].[K+].[K+] (K2CO3), BrCC=1N=C(OC1)C (4-(bromomethyl)-2-methyloxazole). The solvent is CN(C)C=O (DMF), CN(C)C=O (DMF), O (water). Conditions: time 16 hour. Yields the product BrC1=NN(C2=CC=CC(=C12)[N+](=O)[O-])CC=1N=C(OC1)C (4-((3-bromo-4-nitro-1H-indazol-1-yl)methyl)-2-methyloxazole). Yield: 43.6%. RXN SMILES: [Br:1][C:2]1[C:10]2[C:5](=[CH:6][CH:7]=[CH:8][C:9]=2[N+:11]([O-:13])=[O:12])[NH:4][N:3]=1.C([O-])([O-])=O.[K+].[K+].Br[CH2:21][C:22]1[N:23]=[C:24]([CH3:27])[O:25][CH:26]=1>CN(C=O)C.O>[Br:1][C:2]1[C:10]2[C:5](=[CH:6][CH:7]=[CH:8][C:9]=2[N+:11]([O-:13])=[O:12])[N:4]([CH2:21][C:22]2[N:23]=[C:24]([CH3:27])[O:25][CH:26]=2)[N:3]=1 |f:1.2.3|. Procedure: A suspension of 3-bromo-4-nitro-1H-indazole (Preparation B; 500 mg, 2.07 mmol) and K2CO3 (1.14 g, 8.26 mmol) in anhydrous DMF (3 mL) was treated at ambient temperature, under a nitrogen atmosphere, with a solution of 4-(bromomethyl)-2-methyloxazole (727 mg, 2.07 mmol) (Org. Biom. Chem., 2003, 1, 4173-4208) in anhydrous DMF (2 mL). The reaction mixture was stirred at ambient temperature for 16 hours. The reaction mixture was diluted with excess water and extracted multiple times with DCM and EtOA... Starting materials: ClCCSC (2-chloroethylmethylsulfide), ClC=1C=CC2=C(OC3=C(C(N2)=O)C=CC=C3)N1 (2-Chloropyrido[2,3-b][1,4]benzoxazepin-6(5H)-one), C1CCC(=C(CNCC2=CC=C(C=C2)F)F)CC1 (9.8g), [H-].[Na+] (sodium hydride). The solvent is CN(C(C)=O)C (N,N-dimethylacetamide), O (water). Run at temperature 60 celsius. Product: ClC=1C=CC2=C(OC3=C(C(N2CCSC)=O)C=CC=C3)N1 (2-chloro-5-(methylthioethyl)pyrido[2,3-b][1,4]benzoxazepin-6(5H)-one). Yield: 78.2%. Reaction SMILES: [Cl:1][C:2]1[CH:3]=[CH:4][C:5]2[NH:11][C:10](=[O:12])[C:9]3[CH:13]=[CH:14][CH:15]=[CH:16][C:8]=3[O:7][C:6]=2[N:17]=1.C1CCC(=C(F)CNCC2C=CC(F)=CC=2)CC1.[H-].[Na+].Cl[CH2:39][CH2:40][S:41][CH3:42]>O.CN(C)C(=O)C>[Cl:1][C:2]1[CH:3]=[CH:4][C:5]2[N:11]([CH2:39][CH2:40][S:41][CH3:42])[C:10](=[O:12])[C:9]3[CH:13]=[CH:14][CH:15]=[CH:16][C:8]=3[O:7][C:6]=2[N:17]=1 |f:2.3|. Procedure: To as suspension of 17.0g (0.069 mole) 2-Chloropyrido[2,3-b][1,4]benzoxazepin-6(5H)-one and 150 mL of N,N-dimethylacetamide was added 9.8g of sodium hydride (50%). The mixture was warmed to 60° C. for 30 minutes. To the reaction mixture 12.2g (0.11 mole) of 2-chloroethylmethylsulfide was added dropwise. The mixture was heated to 120° C. for 4 hours, then cooled to room temperature and poured into water. The crude product was purified by column chromatography using silica gel and then recrystalli... The reactants are C(C)(=O)O[BH-](OC(C)=O)OC(C)=O.[Na+] (sodium triacetoxyborohydride), CN(C(=O)C1CN2C(C(C1CC2)=O)C(C2=CC=CC=C2)C2=CC=CC=C2)C (N,N-Dimethyl-6-diphenylmethyl-5-oxo-1-azabicyclo[2.2.2]-octane-3-carboxamide), COC1=C(CN)C=C(C=C1)OC (2,5-dimethoxybenzyl amine), O (water). Run in C(C)(=O)O (acetic acid), C1(=CC=CC=C1)C (toluene). Conditions: time 3 hour. Product: COC1=C(CNC2C3C(CN(C2C(C2=CC=CC=C2)C2=CC=CC=C2)CC3)C(=O)N)C=C(C=C1)OC (5-(2,5-Dimethoxybenzylamino)-6-diphenylmethyl-1-azabicyclo-[2.2.2]octane-3-carboxamide). Isolated yield 18.7%. Reaction SMILES: C[N:2](C)[C:3]([CH:5]1[CH:10]2[CH2:11][CH2:12][N:7]([CH:8]([CH:14]([C:21]3[CH:26]=[CH:25][CH:24]=[CH:23][CH:22]=3)[C:15]3[CH:20]=[CH:19][CH:18]=[CH:17][CH:16]=3)[C:9]2=O)[CH2:6]1)=[O:4].[CH3:28][O:29][C:30]1[CH:37]=[CH:36][C:35]([O:38][CH3:39])=[CH:34][C:31]=1[CH2:32][NH2:33].O.C(O[BH-](OC(=O)C)OC(=O)C)(=O)C.[Na+]>C1(C)C=CC=CC=1.C(O)(=O)C>[CH3:28][O:29][C:30]1[CH:37]=[CH:36][C:35]([O:38][CH3:39])=[CH:34][C:31]=1[CH2:32][NH:33][CH:9]1[CH:8]([CH:14]([C:21]2[CH:22]=[CH:23][CH:24]=[CH:25][CH:26]=2)[C:15]2[CH:20]=[CH:19][CH:18]=[CH:17][CH:16]=2)[N:7]2[CH2:12][CH2:11][CH:10]1[CH:5]([C:3]([NH2:2])=[O:4])[CH2:6]2 |f:3.4|. Procedure: A mixture of 48 (1.2 g, 3 mmol), 2,5-dimethoxybenzyl amine (0.6 g, 3.3 mmol) camphor sulfonic acid (45 mg) in toluene (15 ml) was heated at reflux with removal of water for 3 hours and then the solvent was removed. The residue was dissolved in small amount of THF (3 ml) and this solution was added to a solution of sodium triacetoxyborohydride (1.7 g, 8 mmol) in acetic acid (40 ml) at room temperature. The mixture was stirred at room temperature for 3 hours and the solvent was removed. Water was ... Starting materials: N1N=C(C2=CC=CC=C12)/C=C/C1=C(C=CC=C1)NC(=S)N ((E)-N-{2-[2-(1H-indazol-3-yl)vinyl]phenyl}thiourea), C(C)(=O)OCCCl (chloroethyl acetate), N (ammonia). Solvent: C(C)O (ethanol). The product is N1N=C(C2=CC=CC=C12)/C=C/C1=C(C=CC=C1)NC=1SCC(N1)=O ((E)-2-{2-[2-(1H-indazol-3-yl)vinyl]phenylamino}thiazol-4-one). Isolated yield 11.4%. RXN SMILES: [NH:1]1[C:9]2[C:4](=[CH:5][CH:6]=[CH:7][CH:8]=2)[C:3](/[CH:10]=[CH:11]/[C:12]2[CH:17]=[CH:16][CH:15]=[CH:14][C:13]=2[NH:18][C:19]([NH2:21])=[S:20])=[N:2]1.[C:22](OCCCl)(=[O:24])[CH3:23].N>C(O)C>[NH:1]1[C:9]2[C:4](=[CH:5][CH:6]=[CH:7][CH:8]=2)[C:3](/[CH:10]=[CH:11]/[C:12]2[CH:17]=[CH:16][CH:15]=[CH:14][C:13]=2[NH:18][C:19]2[S:20][CH2:23][C:22](=[O:24])[N:21]=2)=[N:2]1. Procedure details: Compound 161 (0.10 g, 0.34 mmol) was added with ethanol (3.0 mL) and chloroethyl acetate (43 μL, 0.41 mmol), and after heating under reflux for 7 hours, the aqueous ammonia was added to stop the reaction. The mixture was extracted with ethyl acetate, concentrated and purified by silica gel column chromatography (hexane/ethyl acetate=4/1 to 1/4), followed by triturating in ethyl acetate to obtain Compound 172 (13 mg, 12%). The reactants are N12C(C(CC2CC1=O)=O)C(=O)OCC1=CC=CC=C1 (Benzyl 1-azabicyclo[3.2.0]heptane-3,7-dione-2-carboxylate), P(Cl)(Cl)Cl (PCl3). The solvent is C1(=CC=CC=C1)C (toluene), CN(C)C=O (DMF). Conditions: time 5 hour. Yields the product ClC1=C(N2C(CC2C1)=O)C(=O)OCC1=CC=CC=C1 (benzyl 3-chloro-1-azabicyclo[3.2.0]hept-2-en-7-one-2-carboxylate). Reaction SMILES: [N:1]12[C:7](=[O:8])[CH2:6][CH:5]1[CH2:4][C:3](=O)[CH:2]2[C:10]([O:12][CH2:13][C:14]1[CH:19]=[CH:18][CH:17]=[CH:16][CH:15]=1)=[O:11].P(Cl)(Cl)[Cl:21]>CN(C=O)C.C1(C)C=CC=CC=1>[Cl:21][C:3]1[CH2:4][CH:5]2[N:1]([C:7](=[O:8])[CH2:6]2)[C:2]=1[C:10]([O:12][CH2:13][C:14]1[CH:19]=[CH:18][CH:17]=[CH:16][CH:15]=1)=[O:11]. Procedure details: Benzyl 1-azabicyclo[3.2.0]heptane-3,7-dione-2-carboxylate (26 mg, 0.1 mmol) in anhydrous DMF (0.5 ml) containing PCl3 (27 mg, 0.2 mmol) is kept at 25° C. for 5 hrs. The mixture is diluted with toluene (5 ml), washed with H2O (5×1 ml) 5% HCl (2 ml), 5% NaHCO3 (2 ml) and brine, dried with MgSO4, and filtered. Evaporation of the solvent in vacuo provides crude benzyl 3-chloro-1-azabicyclo[3.2.0]hept-2-en-7-one-2-carboxylate. Reactants: [OH-].[Na+] (sodium hydroxide), O1CCOCC1 (dioxane), ClC1=C(C=C(C#N)C=C1)C(F)(F)F (4-chloro-3-(trifluoromethyl)-benzonitrile), CN1CCC(CC1)NC (1-methyl-4-(methylamino)-piperidine), nitrile. Run in O (water). Product: CN(C1=C(C=C(C(=O)O)C=C1)C(F)(F)F)C1CCN(CC1)C (4-[Methyl-(1-methyl-4-piperidinyl)amino]-3-(trifluoromethyl)-benzoic acid). RXN SMILES: Cl[C:2]1[CH:9]=[CH:8]C(C#N)=[CH:4][C:3]=1[C:10]([F:13])([F:12])[F:11].[CH3:14][N:15]1[CH2:20][CH2:19][CH:18]([NH:21][CH3:22])[CH2:17][CH2:16]1.[OH-:23].[Na+].[O:25]1[CH2:30][CH2:29]OCC1>O>[CH3:22][N:21]([CH:18]1[CH2:19][CH2:20][N:15]([CH3:14])[CH2:16][CH2:17]1)[C:2]1[CH:9]=[CH:8][C:29]([C:30]([OH:25])=[O:23])=[CH:4][C:3]=1[C:10]([F:13])([F:12])[F:11] |f:2.3|. Procedure details: The title compound is prepared using an analogous method as described in Example 5.1, utilising 4-chloro-3-(trifluoromethyl)-benzonitrile (Lancaster Synthesis GmbH) and 1-methyl-4-(methylamino)-piperidine (Aldrich, Buchs, Switzerland). Subsequent hydrolysis of the nitrile is carried out with sodium hydroxide in a mixture of dioxane and water as described in Example 5.1.